This data is from the Open Reaction Database (ORD), a public repository of structured organic reaction records. The task is: describe an organic reaction: reactants, conditions, products, and yield Reactants: Clc1nccn2c(Br)nc(-c3ccc(Oc4ccccc4)cc3)c12, CC(C)O, CC(C)OC(C)C, N. Product: Nc1nccn2c(Br)nc(-c3ccc(Oc4ccccc4)cc3)c12. RXN SMILES: [Br:1][c:2]1[n:3][c:4](-[c:12]2[cH:13][cH:14][c:15]([O:18][c:19]3[cH:20][cH:21][cH:22][cH:23][cH:24]3)[cH:16][cH:17]2)[c:5]2[n:6]1[cH:7][cH:8][n:9][c:10]2[Cl:11].[CH:26]([OH:27])([CH3:28])[CH3:29].[CH:30]([O:31][CH:32]([CH3:33])[CH3:34])([CH3:35])[CH3:36].[NH3:25]>>[Br:1][c:2]1[n:3][c:4](-[c:12]2[cH:13][cH:14][c:15]([O:18][c:19]3[cH:20][cH:21][cH:22][cH:23][cH:24]3)[cH:16][cH:17]2)[c:5]2[n:6]1[cH:7][cH:8][n:9][c:10]2[NH2:25]. Reactants: tris(dibenzylidineacetone)dipalladium(0), BrC1=NC=C(C2=C1C=CN2C)Br (4,7-dibromo-1-methyl-1H-pyrrolo[3,2-c]pyridine), ClC=1C=C(N)C=CC1 (3-chloroaniline), C([O-])([O-])=O.[Cs+].[Cs+] (cesium carbonate), tris(dibenzylidineacetone)dipalladium(0). The reagents and catalysts are C1(=CC=CC=C1)P(C1=CC=CC=2C(C3=CC=CC(=C3OC12)P(C1=CC=CC=C1)C1=CC=CC=C1)(C)C)C1=CC=CC=C1 (4,5-bis(diphenylphosphino)-9,9-dimethylxanthene), C1(=CC=CC=C1)P(C1=CC=CC=2C(C3=CC=CC(=C3OC12)P(C1=CC=CC=C1)C1=CC=CC=C1)(C)C)C1=CC=CC=C1 (4,5-bis(diphenylphosphino)-9,9-dimethylxanthene). Run in C(C)(=O)OCC (ethyl acetate), O1CCOCC1 (dioxan). Conditions: time 2 hour. Yields the product BrC=1C2=C(C(=NC1)NC1=CC(=CC=C1)Cl)C=CN2C ((7-Bromo-1-methyl-1H-pyrrolo[3,2-c]pyridin-4-yl)-(3-chloro-phenyl)-amine). The yield is 59.1%. As a reaction SMILES: Br[C:2]1[C:7]2[CH:8]=[CH:9][N:10]([CH3:11])[C:6]=2[C:5]([Br:12])=[CH:4][N:3]=1.[Cl:13][C:14]1[CH:15]=[C:16]([CH:18]=[CH:19][CH:20]=1)[NH2:17].C(=O)([O-])[O-].[Cs+].[Cs+]>O1CCOCC1.C(OCC)(=O)C.C1(P(C2C=CC=CC=2)C2C3OC4C(=CC=CC=4P(C4C=CC=CC=4)C4C=CC=CC=4)C(C)(C)C=3C=CC=2)C=CC=CC=1>[Br:12][C:5]1[C:6]2[N:10]([CH3:11])[CH:9]=[CH:8][C:7]=2[C:2]([NH:17][C:16]2[CH:18]=[CH:19][CH:20]=[C:14]([Cl:13])[CH:15]=2)=[N:3][CH:4]=1 |f:2.3.4|. Procedure: A mixture of 4,7-dibromo-1-methyl-1H-pyrrolo[3,2-c]pyridine (290 mg), 3-chloroaniline (153 mg), cesium carbonate (652 mg), tris(dibenzylidineacetone)dipalladium(0) (10 mg) and 4,5-bis(diphenylphosphino)-9,9-dimethylxanthene (6 mg) in dioxan (5 ml) was heated at reflux under nitrogen overnight. A further addition of tris(dibenzylidineacetone)dipalladium(0) (10 mg) and 4,5-bis(diphenylphosphino)-9,9-dimethylxanthene (6 mg) was made and the mixture refluxed for 4 hrs, then a repeat addition made an... Reactants: Cl.C1(CCCCC1)NCCNC(=O)C1=C(C2=CC=CC=C2C(=C1)[N+](=O)[O-])OC (N-[2-(cyclohexylamino)ethyl]-1-methoxy-4-nitro naphthalene-2-carboxamide hydrochloride). The reagents and catalysts are [Pd] (Pd/C). The solvent is C(C)O (ethanol). The product is Cl.NC1=CC(=C(C2=CC=CC=C12)OC)C(=O)NCCNC1CCCCC1 (4-amino-N-[2-(cyclohexylamino)ethyl]-1-methoxy naphthalene-2-carboxamide hydrochloride). Isolated yield 85.2%. Reaction SMILES: [ClH:1].[CH:2]1([NH:8][CH2:9][CH2:10][NH:11][C:12]([C:14]2[CH:23]=[C:22]([N+:24]([O-])=O)[C:21]3[C:16](=[CH:17][CH:18]=[CH:19][CH:20]=3)[C:15]=2[O:27][CH3:28])=[O:13])[CH2:7][CH2:6][CH2:5][CH2:4][CH2:3]1>C(O)C.[Pd]>[ClH:1].[NH2:24][C:22]1[C:21]2[C:16](=[CH:17][CH:18]=[CH:19][CH:20]=2)[C:15]([O:27][CH3:28])=[C:14]([C:12]([NH:11][CH2:10][CH2:9][NH:8][CH:2]2[CH2:7][CH2:6][CH2:5][CH2:4][CH2:3]2)=[O:13])[CH:23]=1 |f:0.1,4.5|. Procedure details: A solution of N-[2-(cyclohexylamino)ethyl]-1-methoxy-4-nitro naphthalene-2-carboxamide hydrochloride (0.38 g, 0.001 m) in ethanol (100 ml) was hydrogenated at 60 psi using 5% Pd/C as catalyst for 18 hours. The catalyst was removed by filtration and the solvent removed in vacuo. The product was crystallised from ethanol/ether to give 0.3 g of 4-amino-N-[2-(cyclohexylamino)ethyl]-1-methoxy naphthalene-2-carboxamide hydrochloride, m.p. 250°-252° C. Solvent: ClCCl (dichloromethane). Yield: 44.0%. Reaction SMILES: [CH3:1][C:2]1[CH2:3][S:4](=[O:24])[C@@H:5]2[CH:12]([NH:13][C:14](=[O:22])[CH2:15][C:16]3[CH:21]=[CH:20][CH:19]=[CH:18][CH:17]=3)[C:11](=[O:23])[N:6]2[C:7]=1[C:8]([OH:10])=[O:9].[CH3:25][Si:26]([CH3:35])([CH3:34])NC(=O)C(C)(C)C.NS(O)(=O)=O.[Br:41]N1C(=O)CCC1=O>ClCCl>[Br:41][CH2:1][C:2]1[CH2:3][S:4](=[O:24])[C@@H:5]2[CH:12]([NH:13][C:14](=[O:22])[CH2:15][C:16]3[CH:17]=[CH:18][CH:19]=[CH:20][CH:21]=3)[C:11](=[O:23])[N:6]2[C:7]=1[C:8]([O:10][Si:26]([CH3:35])([CH3:34])[CH3:25])=[O:9]. Procedure details: 380.7 mg (1.09 mmoles) of 3-methyl-7-phenylacetamido-3-cephem-4-carboxylic acid-1-oxide were silylated by refluxing in 60 ml of dichloromethane with 320.5 mg (1.85 mmoles) of N-trimethylsilyl-2,2-dimethylpropanamide for half an hour. After the addition of 0.1 g (1 mmole) of amidosulfonic acid, the clear, slightly yellow solution was cooled in an ice-bath and bromination was carried out in half an hour using 291.4 mg (1.64 mmoles) of N-bromosuccinimide as the brominating agent to obtain a 44% yie... The reactants are CC=1CS([C@H]2N(C1C(=O)O)C(C2NC(CC2=CC=CC=C2)=O)=O)=O (3-methyl-7-phenylacetamido-3-cephem-4-carboxylic acid-1-oxide), BrN1C(CCC1=O)=O (N-bromosuccinimide), NS(=O)(=O)O (amidosulfonic acid), C[Si](NC(C(C)(C)C)=O)(C)C (N-trimethylsilyl-2,2-dimethylpropanamide). Product: BrCC=1CS([C@H]2N(C1C(=O)O[Si](C)(C)C)C(C2NC(CC2=CC=CC=C2)=O)=O)=O (trimethylsilyl 3-bromomethyl-7-phenylacetamido-3-cephem-4-carboxylate-1-oxide). Starting materials: C=C(CC(N)=O)C(N)=O, Cl, CC(C)(N=NC(C)(C)C(=N)N)C(=N)N, O, C=CC(=O)O. The product is C=C(CC(N)=O)C(N)=O, C=CC(=O)O. As a reaction SMILES: [C:6]([C:7](=[CH2:8])[CH2:9][C:10](=[O:11])[NH2:12])(=[O:13])[NH2:14].[ClH:15].[N:16]([C:17]([C:18](=[NH:19])[NH2:20])([CH3:21])[CH3:22])=[N:23][C:24]([C:25](=[NH:26])[NH2:27])([CH3:28])[CH3:29].[OH2:30].[OH:1][C:2](=[O:3])[CH:4]=[CH2:5]>>[C:6]([C:7](=[CH2:8])[CH2:9][C:10](=[O:11])[NH2:12])(=[O:13])[NH2:14].[O:1]=[C:2]([OH:3])[CH:4]=[CH2:5].